This data is from the Open Reaction Database (ORD), a public repository of structured organic reaction records. The task is: describe an organic reaction: reactants, conditions, products, and yield The reactants are CC1=NC2=CC=CC=C2C=C1 (2-Methylquinoline), [N+](=O)(O)[O-] (nitric acid), C(=O)=O (dry ice), [N+](=O)([O-])[O-] (nitrate), O.N (ammonia water), [N+](=O)([O-])[O-].[K+] (potassium nitrate), [OH-].[Na+] (NaOH). Run in S(O)(O)(=O)=O (sulfuric acid). Reaction conditions: time 1 hour. Yields the product CC1=NC2=CC=CC(=C2C=C1)[N+](=O)[O-] (2-Methyl-5-nitroquinoline). RXN SMILES: [CH3:1][C:2]1[CH:11]=[CH:10][C:9]2[C:4](=[CH:5][CH:6]=[CH:7][CH:8]=2)[N:3]=1.[N+:12]([O-])([OH:14])=[O:13].C(=O)=O.[N+]([O-])([O-])=O.[N+]([O-])([O-])=O.[K+].[OH-].[Na+].O.N>S(=O)(=O)(O)O>[CH3:1][C:2]1[CH:11]=[CH:10][C:9]2[C:4](=[CH:5][CH:6]=[CH:7][C:8]=2[N+:12]([O-:14])=[O:13])[N:3]=1 |f:4.5,6.7,8.9|. Reported procedure: 2-Methylquinoline (108.3 ml, 0.80 mol) is added in drops to 65% nitric acid (61 ml, 0.88 mol) at an internal temperature of 0-10° C. (dry ice cooling) within 45 minutes. After 1 hour, the precipitated nitrate is suctioned off and introduced in portions at an internal temperature of 0-6° C. in concentrated sulfuric acid (240 ml). After 30 minutes, potassium nitrate (6 g, 60 mmol) is added thereto, and it is stirred for 16 hours at room temperature. The batch is slowly poured onto ice/water, and a...